describe an organic reaction: reactants, conditions, products, and yield From a dataset of the Open Reaction Database (ORD), a public repository of structured organic reaction records. The reactants are NC1=C(C=C(C#N)C=C1)F (4-amino-3-fluorobenzonitrile), FC(C(=O)O)(F)F.ClC1=CC=C2C(=C1)NC(C21C(NC(C1C1=C(C(=CC=C1)Cl)F)C(=O)O)CC(C)(C)C)=O (rac-(2′S,3′R,4′S,5′R)-6-chloro-4′-(3-chloro-2-fluoro-phenyl)-2′-(2,2-dimethyl-propyl)-2-oxo-1,2-dihydro-spiro[indole-3,3′-pyrrolidine]-5′-carboxylic acid trifluoroacetic acid), C(C)(C)N(CC)C(C)C (diisopropylethylamine), C1(=CC=CC=C1)P(=O)(C1=CC=CC=C1)Cl (diphenylphosphinic chloride). The solvent is ClCCCl (1,2-dichloroethane). The product is C(#N)C1=CC(=C(C=C1)NC(=O)C1C(C2(C(N1)CC(C)(C)C)C(NC1=CC(=CC=C12)Cl)=O)C1=C(C(=CC=C1)Cl)F)F (rac-(2′S,3′R,4′S,5′R)-6-chloro-4′-(3-chloro-2-fluoro-phenyl)-2′-(2,2-dimethyl-propyl)-2-oxo-1,2-dihydro-spiro[indole-3,3′-pyrrolidine]-5′-carboxylic acid (4-cyano-2-fluoro-phenyl)-amide), solid. Isolated yield 26.0%. Reaction SMILES: FC(F)(F)C(O)=O.[Cl:8][C:9]1[CH:14]=[C:13]2[NH:15][C:16](=[O:38])[C:17]3([CH:21]([C:22]4[CH:27]=[CH:26][CH:25]=[C:24]([Cl:28])[C:23]=4[F:29])[CH:20]([C:30]([OH:32])=O)[NH:19][CH:18]3[CH2:33][C:34]([CH3:37])([CH3:36])[CH3:35])[C:12]2=[CH:11][CH:10]=1.C(N(C(C)C)CC)(C)C.C1(P(Cl)(C2C=CC=CC=2)=O)C=CC=CC=1.[NH2:63][C:64]1[CH:71]=[CH:70][C:67]([C:68]#[N:69])=[CH:66][C:65]=1[F:72]>ClCCCl>[C:68]([C:67]1[CH:70]=[CH:71][C:64]([NH:63][C:30]([CH:20]2[NH:19][CH:18]([CH2:33][C:34]([CH3:37])([CH3:36])[CH3:35])[C:17]3([C:12]4[C:13](=[CH:14][C:9]([Cl:8])=[CH:10][CH:11]=4)[NH:15][C:16]3=[O:38])[CH:21]2[C:22]2[CH:27]=[CH:26][CH:25]=[C:24]([Cl:28])[C:23]=2[F:29])=[O:32])=[C:65]([F:72])[CH:66]=1)#[N:69] |f:0.1|. Procedure details: In a manner similar to the method described in Example 27, rac-(2′S,3′R,4′S,5′R)-6-chloro-4′-(3-chloro-2-fluoro-phenyl)-2′-(2,2-dimethyl-propyl)-2-oxo-1,2-dihydro-spiro[indole-3,3′-pyrrolidine]-5′-carboxylic acid trifluoroacetic acid prepared in Example 4 (0.53 g, 0.92 mmol), was reacted with diisopropylethylamine (0.95 g, 7.4 mmol), diphenylphosphinic chloride (0.87 g, 3.7 mmol), then reacted with 4-amino-3-fluorobenzonitrile (Matrix) (0.13 g, 0.92 mmol) in 1,2-dichloroethane at 70° C. to give ... Starting materials: ClC=1C(=CC2=C(SC(C2O)CC)C1Cl)OC (6,7-dichloro-2-ethyl-2,3-dihydro-3-hydroxy-5-methoxy-benzo[b]thiophene), B(F)(F)F.CCOCC (boron trifluoride etherate), [OH-].[Na+] (sodium hydroxide). Solvent: C(C)(=O)O (acetic acid). Reaction conditions: time 1 hour. The product is ClC=1C(=CC2=C(SC(=C2)CC)C1Cl)OC (6,7-dichloro-2-ethyl-5-methoxybenzo[b]thiophene). Isolated yield 95.0%. Reaction SMILES: [Cl:1][C:2]1[C:3]([O:15][CH3:16])=[CH:4][C:5]2[CH:9](O)[CH:8]([CH2:11][CH3:12])[S:7][C:6]=2[C:13]=1[Cl:14].B(F)(F)F.CCOCC.[OH-].[Na+]>C(O)(=O)C>[Cl:1][C:2]1[C:3]([O:15][CH3:16])=[CH:4][C:5]2[CH:9]=[C:8]([CH2:11][CH3:12])[S:7][C:6]=2[C:13]=1[Cl:14] |f:1.2,3.4|. Procedure details: A mixture of 2.7 g of 6,7-dichloro-2-ethyl-2,3-dihydro-3-hydroxy-5-methoxy-benzo[b]thiophene in 10 ml of glacial acetic acid containing 3 ml of boron trifluoride etherate is warmed on a steam bath until a clear solution is formed. The mixture is allowed to stand at room temperature for 1 hour and poured into a chilled solution of dilute sodium hydroxide. Extraction with ether, followed by drying over anhydrous magnesium hydroxide and concentrating in vacuo, gives 2.4 g 6,7-dichloro-2-ethyl-5-met... Reactants: CS(=O)(=O)OCCC(C)(C)C (3,3-Dimethylbutyl methanesulfonate), C1(=CC=CC=C1)P(C1=CC=CC=C1)C1=CC=CC=C1 (triphenylphosphine). RXN SMILES: [CH3:1][S:2]([O:5][CH2:6][CH2:7][C:8]([CH3:11])([CH3:10])[CH3:9])(=[O:4])=[O:3].[C:12]1([P:18]([C:25]2[CH:30]=[CH:29][CH:28]=[CH:27][CH:26]=2)[C:19]2[CH:24]=[CH:23][CH:22]=[CH:21][CH:20]=2)[CH:17]=[CH:16][CH:15]=[CH:14][CH:13]=1>>[CH3:1][S:2]([O-:5])(=[O:4])=[O:3].[CH3:9][C:8]([CH3:11])([CH3:10])[CH2:7][CH2:6][P+:18]([C:19]1[CH:20]=[CH:21][CH:22]=[CH:23][CH:24]=1)([C:25]1[CH:30]=[CH:29][CH:28]=[CH:27][CH:26]=1)[C:12]1[CH:13]=[CH:14][CH:15]=[CH:16][CH:17]=1 |f:2.3|. Yields the product CS(=O)(=O)[O-].CC(CC[P+](C1=CC=CC=C1)(C1=CC=CC=C1)C1=CC=CC=C1)(C)C ((3,3-dimethylbutyl)(triphenyl)phosphonium methanesulfonate). Procedure details: 3,3-Dimethylbutyl methanesulfonate (36.5 g) and triphenylphosphine (53.1 g) were stirred at 120° C. for 15 hr to give the title compound (88.0 g) as a white gummy substance. The yield is 98.2%. Reactants: CC(C)(C)NC(=O)c1cc(Oc2c(C=O)ccc(Br)c2F)cc(C(=O)NC(C)(C)C)c1, CCOC(C)=O, ClCCl, [K+], [K+], [K+], [Li+], [OH-], O, O, OO, O=P([O-])([O-])[O-]. Yields the product CC(C)(C)NC(=O)c1cc(Oc2c(O)ccc(Br)c2F)cc(C(=O)NC(C)(C)C)c1. RXN SMILES: [Br:3][c:4]1[c:5]([F:33])[c:6]([O:7][c:8]2[cH:9][c:10]([C:21](=[O:22])[NH:23][C:24]([CH3:25])([CH3:26])[CH3:27])[cH:11][c:12]([C:13](=[O:14])[NH:15][C:16]([CH3:17])([CH3:18])[CH3:19])[cH:20]2)[c:28]([CH:31]=[O:32])[cH:29][cH:30]1.[CH3:49][CH2:50][O:51][C:52]([CH3:53])=[O:54].[Cl:45][CH2:46][Cl:47].[K+:39].[K+:40].[K+:41].[Li+:43].[OH-:42].[OH2:44].[OH2:48].[OH:1][OH:2].[P:34](=[O:35])([O-:36])([O-:37])[O-:38]>>[Br:3][c:4]1[c:5]([F:33])[c:6]([O:7][c:8]2[cH:9][c:10]([C:21](=[O:22])[NH:23][C:24]([CH3:25])([CH3:26])[CH3:27])[cH:11][c:12]([C:13](=[O:14])[NH:15][C:16]([CH3:17])([CH3:18])[CH3:19])[cH:20]2)[c:28]([OH:35])[cH:29][cH:30]1.